From a dataset of the Open Reaction Database (ORD), a public repository of structured organic reaction records. describe an organic reaction: reactants, conditions, products, and yield The reactants are C(=O)([O-])[O-].[Na+].[Na+] (Na2CO3), ClC1=C(C=CC=C1)B(O)O (2-chlorophenylboronic acid), C(C)O.O (ethanol water), BrC1=C2CN(C(N(C2=CC(=C1)[N+](=O)[O-])C1=C(C=CC=C1Cl)Cl)=O)CC1=CC=C(C=C1)OC (5-bromo-1-(2,6-dichlorophenyl)-3-(4-methoxybenzyl)-7-nitro-3,4-dihydroquinazolin-2(1H)-one). The reagents and catalysts are C=1C=CC(=CC1)[P](C=2C=CC=CC2)(C=3C=CC=CC3)[Pd]([P](C=4C=CC=CC4)(C=5C=CC=CC5)C=6C=CC=CC6)([P](C=7C=CC=CC7)(C=8C=CC=CC8)C=9C=CC=CC9)[P](C=1C=CC=CC1)(C=1C=CC=CC1)C=1C=CC=CC1 (Pd(Ph3P)4). Solvent: C1(=CC=CC=C1)C (toluene), C(C)(=O)OCC (ethyl acetate). Reaction conditions: temperature 100 celsius. Product: ClC1=C(C=CC=C1)C1=C2CN(C(N(C2=CC(=C1)[N+](=O)[O-])C1=C(C=CC=C1Cl)Cl)=O)CC1=CC=C(C=C1)OC (5-(2-chlorophenyl)-1-(2,6-dichlorophenyl)-3-(4-methoxybenzyl)-7-nitro-3,4-dihydroquinazolin-2(1H)-one). Reaction SMILES: Br[C:2]1[CH:11]=[C:10]([N+:12]([O-:14])=[O:13])[CH:9]=[C:8]2[C:3]=1[CH2:4][N:5]([CH2:24][C:25]1[CH:30]=[CH:29][C:28]([O:31][CH3:32])=[CH:27][CH:26]=1)[C:6](=[O:23])[N:7]2[C:15]1[C:20]([Cl:21])=[CH:19][CH:18]=[CH:17][C:16]=1[Cl:22].C([O-])([O-])=O.[Na+].[Na+].[Cl:39][C:40]1[CH:45]=[CH:44][CH:43]=[CH:42][C:41]=1B(O)O.C(O)C.O>C1(C)C=CC=CC=1.C(OCC)(=O)C.C1C=CC([P]([Pd]([P](C2C=CC=CC=2)(C2C=CC=CC=2)C2C=CC=CC=2)([P](C2C=CC=CC=2)(C2C=CC=CC=2)C2C=CC=CC=2)[P](C2C=CC=CC=2)(C2C=CC=CC=2)C2C=CC=CC=2)(C2C=CC=CC=2)C2C=CC=CC=2)=CC=1>[Cl:39][C:40]1[CH:45]=[CH:44][CH:43]=[CH:42][C:41]=1[C:2]1[CH:11]=[C:10]([N+:12]([O-:14])=[O:13])[CH:9]=[C:8]2[C:3]=1[CH2:4][N:5]([CH2:24][C:25]1[CH:30]=[CH:29][C:28]([O:31][CH3:32])=[CH:27][CH:26]=1)[C:6](=[O:23])[N:7]2[C:15]1[C:20]([Cl:21])=[CH:19][CH:18]=[CH:17][C:16]=1[Cl:22] |f:1.2.3,5.6,^1:69,71,90,109|. Reported procedure: 1.07 g of 5-bromo-1-(2,6-dichlorophenyl)-3-(4-methoxybenzyl)-7-nitro-3,4-dihydroquinazolin-2(1H)-one (1.99 mmol) were dissolved in 26 mL of toluene. Na2CO3 (1.26 g, 11.9 mmol), 2-chlorophenylboronic acid (934 mg, 5.97 mmol), and ethanol/water (6.4 mL:6.4 mL) were added under argon followed by Pd(Ph3P)4 (115 mg, 0.0995 mmol). The resulting reaction mixture was stirred at 100° C. for ca.4 h, cooled to rt, diluted with 150 mL of ethyl acetate, washed with 2×100 mL of saturated aqueous NaHCO3 and 10... The reactants are ClC1=C(COC=2C=3N(C=CC2)C=C(N3)C)C(=CC=C1N1C(CCC1)=O)Cl (8-[2,6-dichloro-3-(2-pyrrolidon-1-yl)benzyloxy]-2-methylimidazo[1,2-a]pyridine), [H-].[Al+3].[Li+].[H-].[H-].[H-] (lithium aluminum hydride), [Cl-].[NH4+] (ammonium chloride). Solvent: O1CCCC1 (tetrahydrofuran). Conditions: time 2 hour. Product: ClC1=C(COC=2C=3N(C=CC2)C=C(N3)C)C(=CC=C1N1CCCC1)Cl (8-[2,6-dichloro-3-(1-pyrrolidinyl)benzyloxy]-2-methylimidazo[1,2-a]pyridine). The yield is 19.9%. As a reaction SMILES: [Cl:1][C:2]1[C:19]([N:20]2[CH2:24][CH2:23][CH2:22][C:21]2=O)=[CH:18][CH:17]=[C:16]([Cl:26])[C:3]=1[CH2:4][O:5][C:6]1[C:7]2[N:8]([CH:12]=[C:13]([CH3:15])[N:14]=2)[CH:9]=[CH:10][CH:11]=1.[H-].[Al+3].[Li+].[H-].[H-].[H-].[Cl-].[NH4+]>O1CCCC1>[Cl:1][C:2]1[C:19]([N:20]2[CH2:21][CH2:22][CH2:23][CH2:24]2)=[CH:18][CH:17]=[C:16]([Cl:26])[C:3]=1[CH2:4][O:5][C:6]1[C:7]2[N:8]([CH:12]=[C:13]([CH3:15])[N:14]=2)[CH:9]=[CH:10][CH:11]=1 |f:1.2.3.4.5.6,7.8|. Procedure details: To a solution of 8-[2,6-dichloro-3-(2-pyrrolidon-1-yl)benzyloxy]-2-methylimidazo[1,2-a]pyridine (120 mg) in tetrahydrofuran (3 ml) was added lithium aluminum hydride (19 mg) under ice-cooling, and the mixture was stirred for 2 hours. A saturated aqueous ammonium chloride solution was added thereto, and insoluble material was filtered off. The filtrate was concentrated, and the residue was purified by preparative thin-layer chromatography (5% solution of methanol in methylene chloride) to give 8-... RXN SMILES: [C:36](=[O:37])([O-:38])[O-:39].[CH3:52][S:53]([CH3:54])=[O:55].[Cl:1][c:2]1[cH:3][c:4]([C:32]([F:33])([F:34])[F:35])[c:5]([CH2:6][n:7]2[n:8][cH:9][c:10]3[cH:11][c:12]([CH:16]=[C:17]4[C:18](=[O:29])[N:19]=[C:20]([N:22]5[CH2:23][CH2:24][NH:25][CH2:26][CH2:27][CH2:28]5)[S:21]4)[cH:13][cH:14][c:15]23)[cH:30][cH:31]1.[F:42][C:43]([CH2:44][O:45][S:46]([CH3:47])(=[O:48])=[O:49])([F:50])[F:51].[K+:40].[K+:41]>>[Cl:1][c:2]1[cH:3][c:4]([C:32]([F:33])([F:34])[F:35])[c:5]([CH2:6][n:7]2[n:8][cH:9][c:10]3[cH:11][c:12]([CH:16]=[C:17]4[C:18](=[O:29])[N:19]=[C:20]([N:22]5[CH2:23][CH2:24][N:25]([CH2:44][C:43]([F:42])([F:50])[F:51])[CH2:26][CH2:27][CH2:28]5)[S:21]4)[cH:13][cH:14][c:15]23)[cH:30][cH:31]1. Product: O=C1N=C(N2CCCN(CC(F)(F)F)CC2)SC1=Cc1ccc2c(cnn2Cc2ccc(Cl)cc2C(F)(F)F)c1. Starting materials: O=C([O-])[O-], CS(C)=O, O=C1N=C(N2CCCNCC2)SC1=Cc1ccc2c(cnn2Cc2ccc(Cl)cc2C(F)(F)F)c1, CS(=O)(=O)OCC(F)(F)F, [K+], [K+].